Dataset: the Open Reaction Database (ORD), a public repository of structured organic reaction records. Task: describe an organic reaction: reactants, conditions, products, and yield Reactants: [Ag] (silver), [Ag] (silver), ClC1=NC(=C2NC=NC2=N1)Cl (2,6-dichloropurine), N (ammonia). Solvent: O (water). The product is [Ag].ClC1=NC(=C2NC=NC2=N1)Cl (2,6-dichloropurine silver salt). Reaction SMILES: [Ag:1].[Cl:2][C:3]1[N:11]=[C:10]2[C:6]([NH:7][CH:8]=[N:9]2)=[C:5]([Cl:12])[N:4]=1.N>O>[Ag:1].[Cl:2][C:3]1[N:11]=[C:10]2[C:6]([NH:7][CH:8]=[N:9]2)=[C:5]([Cl:12])[N:4]=1 |f:4.5|. Reported procedure: The silver derivature of 2,6-dischloropurine may be prepared according to the general procedure disclosed in J. Am. Chem. Soc., 73, 1650 (1951), i.e., the 2,6-dichloropurine is dissolved in boiling water, the solution is basified (e.g. with aqueous ammonia) and an aqueous solution of about one equivalent of a silver salt (e.g. AgNO3) is added to form the desired 2,6-dichloropurine silver salt. Starting materials: O.O.P(=O)(O)([O-])[O-].[Na+].[Na+] (disodium hydrogenphosphate dihydrate), [O-][Si](=O)[O-].[Na+].[Na+] (water glass). The solvent is Na2O SiO2 H2O. The product is [Si]([O-])([O-])([O-])[O-].[Na+].[Na+].[Na+].[Na+] (sodium silicate). Reaction SMILES: [OH2:1].O.P([O-])([O-])(O)=O.[Na+:8].[Na+].[O-:10][Si:11]([O-:13])=[O:12].[Na+].[Na+]>>[Si:11]([O-:1])([O-:13])([O-:10])[O-:12].[Na+:8].[Na+:8].[Na+:8].[Na+:8] |f:0.1.2.3.4,5.6.7,8.9.10.11.12|. Procedure details: A phyllosilicate was prepared as in EP-A-0 731 058 by dissolving 1319 g of disodium hydrogenphosphate dihydrate in 60 kg of water glass having a percentage composition Na2O/SiO2/H2O=15.3/29.7/55 (% by weight), and the solution was spray-dried in a laboratory spray drier (spray tower) from Anhydro to give an amorphous sodium silicate with an active substance content of 83%. 15 kg of the amorphous sodium silicate were heat-treated at 720° C. for 90 min in a muffle furnace (Narbertherm, model W1000...